Task: describe an organic reaction: reactants, conditions, products, and yield. Dataset: the Open Reaction Database (ORD), a public repository of structured organic reaction records The reactants are C1(CCCCC1)N=C=NC1CCCCC1 (N,N′-dicyclohexylcarbodiimide), COC(=O)COC1=CC=C(C(=O)O)C=C1 (4-(methoxycarbonylmethyloxy)benzoic acid), ON1N=NC2=C1C=CC=C2 (1-hydroxybenzotriazole), NC[C@@H](C(=O)OC(C)(C)C)NC(=O)OCC1=CC=CC=C1 (tert-butyl (2S)-3-amino-2-benzyloxycarbonylaminopropionate). Run in CN(C=O)C (dimethylformamide). Reaction conditions: temperature 0 celsius, time 2 hour. The product is C(C1=CC=CC=C1)OC(=O)N[C@H](C(=O)OC(C)(C)C)CNC(C1=CC=C(C=C1)OCC(=O)OC)=O (tert-Butyl (2S)-2-(Benzyloxycarbonylamino)-3-(4-(methoxycarbonylmethyloxy)benzoylamino)propionate). As a reaction SMILES: [CH3:1][O:2][C:3]([CH2:5][O:6][C:7]1[CH:15]=[CH:14][C:10]([C:11]([OH:13])=O)=[CH:9][CH:8]=1)=[O:4].ON1C2C=CC=CC=2N=N1.[NH2:26][CH2:27][C@H:28]([NH:36][C:37]([O:39][CH2:40][C:41]1[CH:46]=[CH:45][CH:44]=[CH:43][CH:42]=1)=[O:38])[C:29]([O:31][C:32]([CH3:35])([CH3:34])[CH3:33])=[O:30].C1(N=C=NC2CCCCC2)CCCCC1>CN(C)C=O>[CH2:40]([O:39][C:37]([NH:36][C@@H:28]([CH2:27][NH:26][C:11](=[O:13])[C:10]1[CH:9]=[CH:8][C:7]([O:6][CH2:5][C:3]([O:2][CH3:1])=[O:4])=[CH:15][CH:14]=1)[C:29]([O:31][C:32]([CH3:33])([CH3:34])[CH3:35])=[O:30])=[O:38])[C:41]1[CH:42]=[CH:43][CH:44]=[CH:45][CH:46]=1. Procedure: 420 mg (0.002 mol) of 4-(methoxycarbonylmethyloxy)benzoic acid, 270 mg (0.002 mol) of 1-hydroxybenzotriazole and 588 mg (0.002 mol) of tert-butyl (2S)-3-amino-2-benzyloxycarbonylaminopropionate were dissolved in 5 ml of dimethylformamide. The solution was cooled to 0° C. and treated with 453 mg (0.0022 mol) of N,N′-dicyclohexylcarbodiimide and then stirred at 0° C. for 10 min and at room temperature for 2 h. For working-up, the urea was filtered off and the filtrate was concentrated to dryness. ...